Dataset: the Open Reaction Database (ORD), a public repository of structured organic reaction records. Task: describe an organic reaction: reactants, conditions, products, and yield Starting materials: NCC=1C(=CC(=C(C1)C=1NC(N(N1)C1=CC=C(C=C1)C(F)(F)F)=O)Cl)F (5-(5-(aminomethyl)-2-chloro-4-fluorophenyl)-2-(4-(trifluoromethyl)phenyl)-2H-1,2,4-triazol-3(4H)-one), C(C(C)(C)C)(=O)Cl (pivaloyl chloride), TEA. Run in C1CCOC1 (THF). Product: ClC1=CC(=C(CNC(C(C)(C)C)=O)C=C1C1=NN(C(N1)=O)C1=CC=C(C=C1)C(F)(F)F)F (N-(4-Chloro-2-fluoro-5-(1-(4-(trifluoromethyl)phenyl)-4,5-dihydro-5-oxo-1H-1,2,4-triazol-3-yl)benzyl)pivalamide). Isolated yield 44.3%. RXN SMILES: [NH2:1][CH2:2][C:3]1[C:4]([F:26])=[CH:5][C:6]([Cl:25])=[C:7]([C:9]2[NH:10][C:11](=[O:24])[N:12]([C:14]3[CH:19]=[CH:18][C:17]([C:20]([F:23])([F:22])[F:21])=[CH:16][CH:15]=3)[N:13]=2)[CH:8]=1.[C:27](Cl)(=[O:32])[C:28]([CH3:31])([CH3:30])[CH3:29]>C1COCC1>[Cl:25][C:6]1[C:7]([C:9]2[NH:10][C:11](=[O:24])[N:12]([C:14]3[CH:15]=[CH:16][C:17]([C:20]([F:22])([F:23])[F:21])=[CH:18][CH:19]=3)[N:13]=2)=[CH:8][C:3]([CH2:2][NH:1][C:27](=[O:32])[C:28]([CH3:31])([CH3:30])[CH3:29])=[C:4]([F:26])[CH:5]=1. Reported procedure: The title compound was prepared according to the procedure described in Example-108 by using 5-(5-(aminomethyl)-2-chloro-4-fluorophenyl)-2-(4-(trifluoromethyl)phenyl)-2H-1,2,4-triazol-3(4H)-one (Intermediate-70, 0.080 g, 0.206 mmol), pivaloyl chloride (0.027 g, 0.227 mmol), THF (5.0 mL) and TEA (0.2 mL) to afford 0.043 g of the desired product. 1H NMR (400 MHz, DMSO d6): δ 1.13 (s, 9H), 4.31-4.32 (m, 2H), 7.86 (d, J=6.5 Hz, 2H), 8.13-8.18 (m, 3H), 12.70 (s, 1H); MS (m/z): 471.14 (M+H)+. The reactants are Cl.N[C@@H]1C[C@H](C1)N1C(N(C=2C1=NC=C(C2)F)C)=O (3-(trans-3-aminocyclobutyl)-6-fluoro-1-methyl-1H-imidazo[4,5-b]pyridin-2(3H)-one hydrochloride), ClC=1SC2=C(N1)C=CC(=C2)F (2-chloro-6-fluorobenzothiazole), C(C)(C)N(C(C)C)CC (N,N-diisopropylethylamine). The solvent is CS(=O)C (DMSO), O (water). Conditions: temperature 120 celsius, time 5 hour. Yields the product FC=1C=C2C(=NC1)N(C(N2C)=O)[C@@H]2C[C@H](C2)NC=2SC1=C(N2)C=CC(=C1)F (6-fluoro-3-(trans-3-((6-fluorobenzo[d]thiazol-2-yl)amino)cyclobutyl)-1-methyl-1H-imidazo[4,5-b]pyridin-2(3H)-one). The yield is 43.6%. Reaction SMILES: Cl.[NH2:2][C@H:3]1[CH2:6][C@H:5]([N:7]2[C:11]3=[N:12][CH:13]=[C:14]([F:16])[CH:15]=[C:10]3[N:9]([CH3:17])[C:8]2=[O:18])[CH2:4]1.Cl[C:20]1[S:21][C:22]2[CH:28]=[C:27]([F:29])[CH:26]=[CH:25][C:23]=2[N:24]=1.C(N(CC)C(C)C)(C)C>CS(C)=O.O>[F:16][C:14]1[CH:15]=[C:10]2[N:9]([CH3:17])[C:8](=[O:18])[N:7]([C@H:5]3[CH2:6][C@H:3]([NH:2][C:20]4[S:21][C:22]5[CH:28]=[C:27]([F:29])[CH:26]=[CH:25][C:23]=5[N:24]=4)[CH2:4]3)[C:11]2=[N:12][CH:13]=1 |f:0.1|. Reported procedure: 3-(trans-3-aminocyclobutyl)-6-fluoro-1-methyl-1H-imidazo[4,5-b]pyridin-2(3H)-one hydrochloride (0.100 g, 0.367 mmol), 2-chloro-6-fluorobenzothiazole (0.083 g, 0.440 mmol), and N,N-diisopropylethylamine (0.255 mL, 1.467 mmol) were mixed in DMSO (0.5 mL) in a sealed tube. The reaction mixture was stirred at 120° C. for 5 h. The reaction mixture was cooled to room temperature, diluted with water, and extracted with EtOAc. The organic layer was separated, washed with saturated aqueous sodium chlorid... The reactants are IC=1C=C(C=CC1)C1=NC(=CC2=CC=CC=C12)C=O (1-(3 -Iodophenyl)-3-isoquinoline-carboxaldehyde), dibromide, CCO (EtOH). The reagents and catalysts are [N+](=O)([O-])[O-].[Ag+] (AgNO3). The solvent is O (H2O), C1CCOC1 (THF), O (H2O). Run at time 2 hour. Product: IC=1C=C(C=CC1)C1=NC(=CC2=CC=CC=C12)C(=O)O (1-(3-iodophenyl)-3-isoquinolinecarboxylic Acid). RXN SMILES: [I:1][C:2]1[CH:3]=[C:4]([C:8]2[C:17]3[C:12](=[CH:13][CH:14]=[CH:15][CH:16]=3)[CH:11]=[C:10]([CH:18]=[O:19])[N:9]=2)[CH:5]=[CH:6][CH:7]=1.CC[OH:22]>C1COCC1.O.[N+]([O-])([O-])=O.[Ag+]>[I:1][C:2]1[CH:3]=[C:4]([C:8]2[C:17]3[C:12](=[CH:13][CH:14]=[CH:15][CH:16]=3)[CH:11]=[C:10]([C:18]([OH:22])=[O:19])[N:9]=2)[CH:5]=[CH:6][CH:7]=1 |f:4.5|. Procedure details: A mixture of 1-(3-iodophenyl)-3-methylisoquinoline (5.733 g, 16.62 mmol), N-bromosuccinimide (NBS) (7.399 g, 41.57 mmol), and benzoyl peroxide (BPO) (0.48 g) in CCl4 (100 mL) was heated to reflux while being illuminated by a flood lamp for 5 h. The reaction mixture was cooled to room temperature and filtered. The filtrate was washed with saturated NaHCO3 aqueous solution (40 mL), dried (Na2SO4), then filtered. The filtrate was concentrated in vacuo, thereby affording crude 1-(3-iodophenyl)-3-dib...